From a dataset of the Open Reaction Database (ORD), a public repository of structured organic reaction records. describe an organic reaction: reactants, conditions, products, and yield Starting materials: CCOc1cc(C(C)(C)C)ncc1C1=NC(C)(c2ccc(Cl)cc2)C(C)(c2ccc(Cl)cc2)N1C(=O)Cl, CC(C)(C)NC(=O)C1CNCCN1. Product: CCOc1cc(C(C)(C)C)ncc1C1=NC(C)(c2ccc(Cl)cc2)C(C)(c2ccc(Cl)cc2)N1C(=O)N1CCNC(C(=O)NC(C)(C)C)C1. As a reaction SMILES: [C:1]([CH3:2])([CH3:3])([CH3:4])[c:5]1[cH:6][c:7]([O:35][CH2:36][CH3:37])[c:8]([C:11]2=[N:15][C:14]([CH3:16])([c:17]3[cH:18][cH:19][c:20]([Cl:23])[cH:21][cH:22]3)[C:13]([CH3:24])([c:25]3[cH:26][cH:27][c:28]([Cl:31])[cH:29][cH:30]3)[N:12]2[C:32](=[O:33])[Cl:34])[cH:9][n:10]1.[C:38]([CH3:39])([CH3:40])([CH3:41])[NH:42][C:43](=[O:44])[CH:45]1[NH:46][CH2:47][CH2:48][NH:49][CH2:50]1>>[C:1]([CH3:2])([CH3:3])([CH3:4])[c:5]1[cH:6][c:7]([O:35][CH2:36][CH3:37])[c:8]([C:11]2=[N:15][C:14]([CH3:16])([c:17]3[cH:18][cH:19][c:20]([Cl:23])[cH:21][cH:22]3)[C:13]([CH3:24])([c:25]3[cH:26][cH:27][c:28]([Cl:31])[cH:29][cH:30]3)[N:12]2[C:32](=[O:33])[N:49]2[CH2:48][CH2:47][NH:46][CH:45]([C:43]([NH:42][C:38]([CH3:39])([CH3:40])[CH3:41])=[O:44])[CH2:50]2)[cH:9][n:10]1. The reactants are [Na] (sodium), ClC1=CC=C(OC2=CC=C(C=C2)O)C=C1 (p-(p-chlorophenoxy)-phenol), ClCC#N (chloroacetonitrile). The solvent is C(C)O (ethanol), C(C)O (ethanol). The product is ClC1=CC=C(OC2=CC=C(OCC#N)C=C2)C=C1 (4-(4-Chlorophenoxy)-phenoxy-acetonitrile). The yield is 80.8%. RXN SMILES: Cl[CH2:2][C:3]#[N:4].[Na].[Cl:6][C:7]1[CH:20]=[CH:19][C:10]([O:11][C:12]2[CH:17]=[CH:16][C:15]([OH:18])=[CH:14][CH:13]=2)=[CH:9][CH:8]=1>C(O)C>[Cl:6][C:7]1[CH:20]=[CH:19][C:10]([O:11][C:12]2[CH:17]=[CH:16][C:15]([O:18][CH2:2][C:3]#[N:4])=[CH:14][CH:13]=2)=[CH:9][CH:8]=1 |^1:4|. Procedure: A solution of 3.78 g (0.0500 mol) of chloroacetonitrile in 10 ml of anhydrous ethanol is run over the course of 20 minutes into a solution of 1.04 g (0.0453 mol) of sodium and 10 g (0.0453 mol) of p-(p-chlorophenoxy)-phenol in 50 ml of anhydrous ethanol and the mixture is then heated to the reflux temperature for 4 hours. It is evaporated to dryness under reduced pressure and the residue is dissolved in diethyl ether, which is washed with water and with dilute sodium hydroxide solution. After dr... The reactants are Cc1cc2c(cc1Br)NC(=O)CC2(C)C, CCI, CS(C)=O, [K+], [OH-], O. The product is Cc1cc2c(cc1Br)N(C)C(=O)CC2(C)C. RXN SMILES: [Br:3][c:4]1[c:5]([CH3:17])[cH:6][c:7]2[c:12]([cH:13]1)[NH:11][C:10](=[O:14])[CH2:9][C:8]2([CH3:15])[CH3:16].[CH2:18]([I:19])[CH3:20].[CH3:22][S:23]([CH3:24])=[O:25].[K+:2].[OH-:1].[OH2:21]>>[Br:3][c:4]1[c:5]([CH3:17])[cH:6][c:7]2[c:12]([cH:13]1)[N:11]([CH3:18])[C:10](=[O:14])[CH2:9][C:8]2([CH3:15])[CH3:16]. The reactants are Cl.N[C@H]1CCC[C@@H]2N(C1=O)CCCC2 ((7S,10aR)-7-Aminooctahydropyrido[1,2-a]azepin-6(7H)-one hydrochloride), N[C@@H]1C(N(C\C=C/CC1)C1=CC=CC=C1)=O ((S,Z)-3-amino-1-phenyl-1,4,5,8-tetrahydroazocin-2(3H)-one). Product: N[C@@H]1C(N(CCCCC1)C1=CC=CC=C1)=O ((S)-3-Amino-1-phenylazocan-2-one). Reaction SMILES: Cl.N[C@@H]1C(=O)N2CCCC[C@@H]2CCC1.[NH2:15][C@H:16]1[CH2:23][CH2:22][CH:21]=[CH:20][CH2:19][N:18]([C:24]2[CH:29]=[CH:28][CH:27]=[CH:26][CH:25]=2)[C:17]1=[O:30]>>[NH2:15][C@H:16]1[CH2:23][CH2:22][CH2:21][CH2:20][CH2:19][N:18]([C:24]2[CH:29]=[CH:28][CH:27]=[CH:26][CH:25]=2)[C:17]1=[O:30] |f:0.1|. Reported procedure: (S)-3-Amino-1-phenylazocan-2-one (87 mg, 0.34 mmol) was synthesized as described for the preparation of Intermediate 54 using (S,Z)-3-amino-1-phenyl-1,4,5,8-tetrahydroazocin-2(3H)-one. Anal. Calcd. for C13H18N2O m/z 218.2. found: 219.0 (M+H)+.